From a dataset of the Open Reaction Database (ORD), a public repository of structured organic reaction records. describe an organic reaction: reactants, conditions, products, and yield The reactants are CC=1CC(=C(CC1C)C(=O)OC)C(=O)OC (dimethyl 4,5-dimethylcyclohexa-1,4-diene-1,2-dicarboxylate), CC(C)C[AlH]CC(C)C (DIBAL), resultant solution, CO (methanol). Run in ClCCl (dichloromethane), ClCCl (dichloromethane). Product: OCC1=C(CC(=C(C1)C)C)CO (1,2-Bis(hydroxymethyl)-4,5-dimethylcyclohexa-1,4-diene). The yield is 35.0%. As a reaction SMILES: CC(C[AlH]CC(C)C)C.[CH3:10][C:11]1[CH2:12][C:13]([C:22](OC)=[O:23])=[C:14]([C:18](OC)=[O:19])[CH2:15][C:16]=1[CH3:17].CO>ClCCl>[OH:19][CH2:18][C:14]1[CH2:15][C:16]([CH3:17])=[C:11]([CH3:10])[CH2:12][C:13]=1[CH2:22][OH:23]. Reported procedure: To a solution of DIBAL in dichloromethane (1.0M, 45 ml, 0.045 mol) cooled to ice bath temperature under nitrogen was added dimethyl 4,5-dimethylcyclohexa-1,4-diene-1,2-dicarboxylate (2.24 g, 0.01 mol) in dry dichloromethane (30 ml) over 30 min. The resultant solution was stirred for a further 60 mins at this temperature after which methanol (10 ml) was added. The mixture was allowed to come to room temperature, filtered through a "Celite" pad, and the filtrate concentrated in vacuo to give an oi... The reactants are ClC=1C=CC2=C(NC(CN2)=O)N1 (6-chloro-1,2-dihydropyrido[2,3-b]pyrazin-3(4H)-one). The reagents and catalysts are [O-2].[O-2].[Mn+4] (manganese dioxide). The solvent is O1CCOCC1 (1,4-dioxane). The product is ClC=1C=CC=2N=CC(NC2N1)=O (6-chloropyrido[3,2-b]pyrazin-3(4H)-one). The yield is 82.6%. Reaction SMILES: [Cl:1][C:2]1[CH:3]=[CH:4][C:5]2[NH:10][CH2:9][C:8](=[O:11])[NH:7][C:6]=2[N:12]=1>O1CCOCC1.[O-2].[O-2].[Mn+4]>[Cl:1][C:2]1[CH:3]=[CH:4][C:5]2[N:10]=[CH:9][C:8](=[O:11])[NH:7][C:6]=2[N:12]=1 |f:2.3.4|. Procedure: To a mixture of 6-chloro-1,2-dihydropyrido[2,3-b]pyrazin-3(4H)-one (E-26) (3.68 g, 20 mmol, 1.0 eq) in 1,4-dioxane (80 mL), manganese dioxide (19.4 g, 223 mmol, 11.1 eq) was added. The resulting mixture was stirred at reflux for 2 h then cooled to RT, filtered, the cake was washed with ethyl acetate and methanol. The combined filtrates were concentrated in vacuo to afford the desired product 6-chloropyrido[3,2-b]pyrazin-3(4H)-one (E-27) (3 g, 82% yield) as a pale solid. 1H NMR (300 MHz, DMSO-d6)... Reactants: ester, [OH-].[Na+] (sodium hydroxide), C(CC(=O)OCC)(=O)OCC (diethyl malonate), [N+](=O)([O-])C1=CC=C(CBr)C=C1 (4-nitrobenzyl bromide), [H-].[Na+] (sodium hydride), diacid. Run in O (water), C(C)O (ethanol), C1CCOC1 (THF). Product: [N+](=O)([O-])C1=CC=C(C=C1)CCC(=O)O (3-(4-nitro-phenyl)-propionic acid). Reaction SMILES: [C:1]([O:9]CC)(=[O:8])[CH2:2][C:3](OCC)=O.[N+:12]([C:15]1[CH:22]=[CH:21][C:18](CBr)=[CH:17][CH:16]=1)([O-:14])=[O:13].[H-].[Na+].[OH-].[Na+]>C1COCC1.O.C(O)C>[N+:12]([C:15]1[CH:22]=[CH:21][C:18]([CH2:3][CH2:2][C:1]([OH:9])=[O:8])=[CH:17][CH:16]=1)([O-:14])=[O:13] |f:2.3,4.5|. Procedure details: Alkylation of diethyl malonate with 4-nitrobenzyl bromide using sodium hydride in THF, followed by ester hydrolysis with sodium hydroxide in water and ethanol, then heating the resulting diacid to its melting point causing decarboxylation gives 3-(4-nitro-phenyl)-propionic acid. Conversion to the acid chloride with thionyl chloride in DCM and coupling with 2-amino-4,6-dimethylpyridine affords N-(4,6-dimethyl-pyridin-2-yl)-3-(4-nitro-phenyl)-propionamide. Amide reduction with borane-dimethylsulfi...